This data is from the Open Reaction Database (ORD), a public repository of structured organic reaction records. The task is: describe an organic reaction: reactants, conditions, products, and yield Reactants: Cc1ccc(S(=O)(=O)N(F)C(C)(C)C)cc1, [K+], C1CCOC1, [O-]c1cccc2ccccc12. The product is Oc1c(F)ccc2ccccc12. Reaction SMILES: [F:1][N:2]([C:3]([CH3:4])([CH3:5])[CH3:6])[S:7]([c:8]1[cH:9][cH:10][c:11]([CH3:12])[cH:13][cH:14]1)(=[O:15])=[O:16].[K+:28].[O:29]1[CH2:30][CH2:31][CH2:32][CH2:33]1.[c:17]1([O-:27])[cH:18][cH:19][cH:20][c:21]2[cH:22][cH:23][cH:24][cH:25][c:26]12>>[F:1][c:18]1[c:17]([OH:27])[c:26]2[c:21]([cH:20][cH:19]1)[cH:22][cH:23][cH:24][cH:25]2. Starting materials: CCCC[Sn](=O)CCCC, CCCCOC1C(C(O)=[SnH2])OC(n2ccc(=O)[nH]c2=O)C1(O)CCCC, CCCCCCCCCI, O=c1ccn(C2OC(CO)C(O)C2O)c(=O)[nH]1. Yields the product CCCCCCCCCOC1C(O)C(CO)OC1n1ccc(=O)[nH]c1=O. As a reaction SMILES: [CH2:18]([Sn:19](=[O:20])[CH2:21][CH2:22][CH2:23][CH3:24])[CH2:25][CH2:26][CH3:27].[CH2:28]([C:29]1([OH:30])[CH:31]([O:32][CH2:33][CH2:34][CH2:35][CH3:36])[CH:37]([C:38](=[SnH2:39])[OH:40])[O:41][CH:42]1[n:43]1[cH:44][cH:45][c:46](=[O:47])[nH:48][c:49]1=[O:50])[CH2:51][CH2:52][CH3:53].[I:54][CH2:55][CH2:56][CH2:57][CH2:58][CH2:59][CH2:60][CH2:61][CH2:62][CH3:63].[OH:1][CH2:2][CH:3]1[O:4][CH:5]([n:10]2[cH:11][cH:12][c:13](=[O:14])[nH:15][c:16]2=[O:17])[CH:6]([OH:7])[CH:8]1[OH:9]>>[OH:1][CH2:2][CH:3]1[O:4][CH:5]([n:10]2[cH:11][cH:12][c:13](=[O:14])[nH:15][c:16]2=[O:17])[CH:6]([O:7][CH2:55][CH2:56][CH2:57][CH2:58][CH2:59][CH2:60][CH2:61][CH2:62][CH3:63])[CH:8]1[OH:9]. Reactants: C1(=CC=CC=C1)C#C (phenylacetylene), CN(C)CCN(C)C (TMEDA), P(=O)(OCC)(OCC)Cl (diethyl chlorophosphate), [Li]CCCC (n-BuLi). Run in C1CCOC1 (THF). Conditions: temperature -78 celsius, time 1 hour. The product is C(C)OP(=O)(OCC)C#CC1=CC=CC=C1 (1-diethylphosphono-2-phenylacetylene). Reaction SMILES: [C:1]1([C:7]#[CH:8])[CH:6]=[CH:5][CH:4]=[CH:3][CH:2]=1.CN(CCN(C)C)C.[Li]CCCC.[P:22](Cl)([O:27][CH2:28][CH3:29])([O:24][CH2:25][CH3:26])=[O:23]>C1COCC1>[CH2:25]([O:24][P:22]([C:8]#[C:7][C:1]1[CH:6]=[CH:5][CH:4]=[CH:3][CH:2]=1)([O:27][CH2:28][CH3:29])=[O:23])[CH3:26]. Procedure: A solution of phenylacetylene (1 mmole) in anhydrous THF (5 mL) was treated with TMEDA (1.2 mmole) followed by n-BuLi (1.2 mmole) at −78° C. After 30 min the reaction was treated with diethyl chlorophosphate, and the resulting solution was stirred at −78° C. for 1 h. The reaction was quenched with saturated ammonium chloride. Extraction and chromatography gave 1-diethylphosphono-2-phenylacetylene as an oil. Product: C=CCC(C(=O)OCC)C(=O)c1ccccc1. The reactants are CCOC(=O)CC(=O)c1ccccc1, C=CCBr, CC(=O)O, [H-], [Na+], CN(C)C=O, O. Reaction SMILES: [C:1]([c:2]1[cH:3][cH:4][cH:5][cH:6][cH:7]1)(=[O:8])[CH2:9][C:10](=[O:11])[O:12][CH2:13][CH3:14].[CH2:17]([CH:18]=[CH2:19])[Br:20].[CH3:27][C:28](=[O:29])[OH:30].[H-:15].[Na+:16].[O:22]=[CH:23][N:24]([CH3:25])[CH3:26].[OH2:21]>>[C:1]([c:2]1[cH:3][cH:4][cH:5][cH:6][cH:7]1)(=[O:8])[CH:9]([C:10](=[O:11])[O:12][CH2:13][CH3:14])[CH2:19][CH:18]=[CH2:17]. The reactants are CCc1cc(-n2cc(C(F)(F)F)cn2)nc(S(C)(=O)=O)n1, CC#N, [K+], [K+], O=C([O-])[O-], O, Oc1ccnc(C(F)(F)F)c1. Product: CCc1cc(-n2cc(C(F)(F)F)cn2)nc(Oc2ccnc(C(F)(F)F)c2)n1. As a reaction SMILES: [CH2:1]([CH3:2])[c:3]1[cH:4][c:5](-[n:13]2[n:14][cH:15][c:16]([C:18]([F:19])([F:20])[F:21])[cH:17]2)[n:6][c:7]([S:9]([CH3:10])(=[O:11])=[O:12])[n:8]1.[CH3:40][C:41]#[N:42].[K+:33].[K+:34].[O-:35][C:36]([O-:37])=[O:38].[OH2:39].[OH:22][c:23]1[cH:24][c:25]([C:29]([F:30])([F:31])[F:32])[n:26][cH:27][cH:28]1>>[CH2:1]([CH3:2])[c:3]1[cH:4][c:5](-[n:13]2[n:14][cH:15][c:16]([C:18]([F:19])([F:20])[F:21])[cH:17]2)[n:6][c:7]([O:22][c:23]2[cH:24][c:25]([C:29]([F:30])([F:31])[F:32])[n:26][cH:27][cH:28]2)[n:8]1. Starting materials: COC(=O)COc1c(C(=O)Cl)sc(Br)c1Br, ClCCl, CC(C)(N)CO, c1ccncc1. The product is COC(=O)COc1c(C(=O)NC(C)(C)CO)sc(Br)c1Br. As a reaction SMILES: [CH3:1][O:2][C:3]([CH2:4][O:5][c:6]1[c:7]([C:13](=[O:14])[Cl:15])[s:8][c:9]([Br:12])[c:10]1[Br:11])=[O:16].[Cl:29][CH2:30][Cl:31].[NH2:23][C:24]([CH2:25][OH:26])([CH3:27])[CH3:28].[cH:17]1[cH:18][cH:19][n:20][cH:21][cH:22]1>>[CH3:1][O:2][C:3]([CH2:4][O:5][c:6]1[c:7]([C:13](=[O:14])[NH:23][C:24]([CH2:25][OH:26])([CH3:27])[CH3:28])[s:8][c:9]([Br:12])[c:10]1[Br:11])=[O:16].